This data is from the Open Reaction Database (ORD), a public repository of structured organic reaction records. The task is: describe an organic reaction: reactants, conditions, products, and yield Starting materials: COC(=O)C1=CC2=C(N=C(N=C2)NC2=CC=C(C=C2)N2CCN(CC2)C(C)=O)N1C(CC)CC (2-[4-(4-acetyl-piperazin-1-yl)-phenylamino]-7-(1-ethyl-propyl)-7H-pyrrolo[2,3-d]pyrimidine-6-carboxylic acid methyl ester), [Li+].[OH-] (LiOH). Solvent: CO (MeOH). Run at time 8 hour. Yields the product C(C)(=O)N1CCN(CC1)C1=CC=C(C=C1)NC=1N=CC2=C(N1)N(C(=C2)C(=O)O)C(CC)CC (2-[4-(4-Acetyl-piperazin-1-yl)-phenylamino]-7-(1-ethyl-propyl)-7H-pyrrolo[2,3-d]pyrimidine-6-carboxylic acid). Yield: 73.6%. RXN SMILES: C[O:2][C:3]([C:5]1[N:29]([CH:30]([CH2:33][CH3:34])[CH2:31][CH3:32])[C:8]2[N:9]=[C:10]([NH:13][C:14]3[CH:19]=[CH:18][C:17]([N:20]4[CH2:25][CH2:24][N:23]([C:26](=[O:28])[CH3:27])[CH2:22][CH2:21]4)=[CH:16][CH:15]=3)[N:11]=[CH:12][C:7]=2[CH:6]=1)=[O:4].[Li+].[OH-]>CO>[C:26]([N:23]1[CH2:22][CH2:21][N:20]([C:17]2[CH:18]=[CH:19][C:14]([NH:13][C:10]3[N:11]=[CH:12][C:7]4[CH:6]=[C:5]([C:3]([OH:4])=[O:2])[N:29]([CH:30]([CH2:31][CH3:32])[CH2:33][CH3:34])[C:8]=4[N:9]=3)=[CH:15][CH:16]=2)[CH2:25][CH2:24]1)(=[O:28])[CH3:27] |f:1.2|. Procedure details: To a solution of 2-[4-(4-acetyl-piperazin-1-yl)-phenylamino]-7-(1-ethyl-propyl)-7H-pyrrolo[2,3-d]pyrimidine-6-carboxylic acid methyl ester (19 mg, 0.041 mmol) in MeOH (1.5 mL) is added 2 N LiOH aqueous solution (0.5 mL). The reaction mixture is stirred overnight and concentrated in vacuo. The residue is purified by preparative HPLC to give 13.6 mg of 2-[4-(4-Acetyl-piperazin-1-yl)-phenylamino]-7-(1-ethyl-propyl)-7H-pyrrolo[2,3-d]pyrimidine-6-carboxylic acid. Reactants: ClC1=NN2C(C(=CC=C2)C=2C(=NC=C(C2)C(F)(F)F)OC)=N1 (2-chloro-8-(2-methoxy-5-trifluoromethyl-pyridin-3-yl)-[1,2,4]triazolo[1,5-a]pyridine), Example 2d, C(C)(C)(C)OC(=O)N1CCC(CC1)C1=CC=C(C=C1)N (4-(4-amino-phenyl)-piperidine-1-carboxylic acid tert-butyl ester), C1(CCCCC1)P(C1=C(C=CC=C1)C1=C(C=CC=C1)P(C1CCCCC1)C1CCCCC1)C1CCCCC1 (2,2′-bis-dicyclohexylphosphanyl-biphenyl). Product: C(C)(C)(C)OC(=O)N1CCC(CC1)C1=CC=C(C=C1)NC1=NN2C(C(=CC=C2)C=2C(=NC=C(C2)C(F)(F)F)OC)=N1 (4-{4-[8-(2-Methoxy-5-trifluoromethyl-pyridin-3-yl)-[1,2,4]triazolo[1,5-a]pyridin-2-ylamino]-phenyl}-piperidine-1-carboxylic acid tert-butyl ester). Reaction SMILES: Cl[C:2]1[N:22]=[C:5]2[C:6]([C:10]3[C:11]([O:20][CH3:21])=[N:12][CH:13]=[C:14]([C:16]([F:19])([F:18])[F:17])[CH:15]=3)=[CH:7][CH:8]=[CH:9][N:4]2[N:3]=1.[C:23]([O:27][C:28]([N:30]1[CH2:35][CH2:34][CH:33]([C:36]2[CH:41]=[CH:40][C:39]([NH2:42])=[CH:38][CH:37]=2)[CH2:32][CH2:31]1)=[O:29])([CH3:26])([CH3:25])[CH3:24].C1(P(C2CCCCC2)C2C=CC=CC=2C2C=CC=CC=2P(C2CCCCC2)C2CCCCC2)CCCCC1>>[C:23]([O:27][C:28]([N:30]1[CH2:35][CH2:34][CH:33]([C:36]2[CH:41]=[CH:40][C:39]([NH:42][C:2]3[N:22]=[C:5]4[C:6]([C:10]5[C:11]([O:20][CH3:21])=[N:12][CH:13]=[C:14]([C:16]([F:19])([F:18])[F:17])[CH:15]=5)=[CH:7][CH:8]=[CH:9][N:4]4[N:3]=3)=[CH:38][CH:37]=2)[CH2:32][CH2:31]1)=[O:29])([CH3:26])([CH3:24])[CH3:25]. Reported procedure: [4-{4-[8-(2-Methoxy-5-trifluoromethyl-pyridin-3-yl)-[1,2,4]triazolo[1,5-a]pyridin-2-ylamino]-phenyl}-piperidine-1-carboxylic acid tert-butyl ester was prepared from 2-chloro-8-(2-methoxy-5-trifluoromethyl-pyridin-3-yl)-[1,2,4]triazolo[1,5-a]pyridine and 4-(4-amino-phenyl)-piperidine-1-carboxylic acid tert-butyl ester, with 2,2′-bis-dicyclohexylphosphanyl-biphenyl as the ligand in a manner analogous to Example 2d (0.233 g, 41%). MP=142-144° C. 1H NMR (400 MHz, (D3C)2SO, δ, ppm): 9.75 (s, 1H), 8.8... Starting materials: NC(CO)C1=CC=C(C=C1)C(F)(F)F (2-amino-2-(4-(trifluoromethyl)phenyl)ethanol), N(=C=S)C1=CC=C(C=C1)C1=NN(C=N1)C1=CC=C(C=C1)C(F)(F)F (3-(4-isothiocyanatophenyl)-1-(4-(trifluoromethyl)phenyl)-1H-1,2,4-triazole). Yields the product OCC(C1=CC=C(C=C1)C(F)(F)F)NC(=S)NC1=CC=C(C=C1)C1=NN(C=N1)C1=CC=C(C=C1)C(F)(F)F (1-(2-Hydroxy-1-(4-(trifluoromethyl)phenyl)ethyl)-3-(4-(1-(4-(trifluoromethyl)phenyl)-1H-1,2,4-triazol-3-yl)phenyl)thiourea). Reaction SMILES: [NH2:1][CH:2]([C:5]1[CH:10]=[CH:9][C:8]([C:11]([F:14])([F:13])[F:12])=[CH:7][CH:6]=1)[CH2:3][OH:4].[N:15]([C:18]1[CH:23]=[CH:22][C:21]([C:24]2[N:28]=[CH:27][N:26]([C:29]3[CH:34]=[CH:33][C:32]([C:35]([F:38])([F:37])[F:36])=[CH:31][CH:30]=3)[N:25]=2)=[CH:20][CH:19]=1)=[C:16]=[S:17]>>[OH:4][CH2:3][CH:2]([NH:1][C:16]([NH:15][C:18]1[CH:23]=[CH:22][C:21]([C:24]2[N:28]=[CH:27][N:26]([C:29]3[CH:34]=[CH:33][C:32]([C:35]([F:38])([F:36])[F:37])=[CH:31][CH:30]=3)[N:25]=2)=[CH:20][CH:19]=1)=[S:17])[C:5]1[CH:6]=[CH:7][C:8]([C:11]([F:12])([F:13])[F:14])=[CH:9][CH:10]=1. Procedure details: The title compound was prepared with 2-amino-2-(4-(trifluoromethyl)phenyl)ethanol and 3-(4-isothiocyanatophenyl)-1-(4-(trifluoromethyl)phenyl)-1H-1,2,4-triazole and isolated as a white solid (1.54 g, quantitative): 1H NMR (300 MHz, CDCl3) δ 8.09 (s, 1H), 7.66 (d, J=8.7 Hz, 2H), 7.43 (d, J=6.3 Hz, 1H), 7.30 (d, J=8.4 Hz, 2H), 7.20 (d, J=8.6 Hz, 2H), 7.02 (d, J=8.2 Hz, 2H), 6.88-6.69 (m, 4H), 6.61-6.50 (m, 2H), 5.27-5.07 (m, 1H), 3.48-3.40 (m, 1H), 3.40-3.24 (m, 1H); ESIMS m/z 552 ([M+H]+).